Dataset: the Open Reaction Database (ORD), a public repository of structured organic reaction records. Task: describe an organic reaction: reactants, conditions, products, and yield The reactants are [Al+3], C=C(Cl)Cl, [Cl-], [Cl-], [Cl-], O=C(Cl)c1ccc(Cl)nc1Cl, ClCCl, Cl. The product is O=C(C=C(Cl)Cl)c1ccc(Cl)nc1Cl. Reaction SMILES: [Al+3:13].[C:16](=[CH2:17])([Cl:18])[Cl:19].[Cl-:12].[Cl-:14].[Cl-:15].[Cl:1][c:2]1[c:3]([C:4](=[O:5])[Cl:6])[cH:7][cH:8][c:9]([Cl:11])[n:10]1.[Cl:21][CH2:22][Cl:23].[ClH:20]>>[Cl:1][c:2]1[c:3]([C:4](=[O:5])[CH:17]=[C:16]([Cl:18])[Cl:19])[cH:7][cH:8][c:9]([Cl:11])[n:10]1. The reactants are C(C=C)Br (allyl bromide), ClC=1C=C(C=CC1Cl)CC#N (3,4-dichlorophenyl acetonitrile), [H-].[Na+] (sodium hydride), oil. The solvent is [Cl-].[Na+].O (brine), O1CCCC1 (tetrahydrofuran), O1CCCC1 (tetrahydrofuran), O1CCCC1 (tetrahydrofuran). Conditions: temperature -20 celsius. The product is ClC=1C=C(C=CC1Cl)C(C#N)CC=C (2-(3,4-Dichlorophenyl)pent-4-enenitrile). Yield: 31.5%. As a reaction SMILES: [Cl:1][C:2]1[CH:3]=[C:4]([CH2:9][C:10]#[N:11])[CH:5]=[CH:6][C:7]=1[Cl:8].[H-].[Na+].[CH2:14](Br)[CH:15]=[CH2:16]>O1CCCC1.[Cl-].[Na+].O>[Cl:1][C:2]1[CH:3]=[C:4]([CH:9]([CH2:16][CH:15]=[CH2:14])[C:10]#[N:11])[CH:5]=[CH:6][C:7]=1[Cl:8] |f:1.2,5.6.7|. Procedure details: A solution of 3,4-dichlorophenyl acetonitrile (200 g, 1.075 mol) in dry tetrahydrofuran (400 ml) was added dropwise, over one hour to sodium hydride 60% w/w dispersion in oil (32.26 g, 1.075 mole) in dry tetrahydrofuran (400 ml) at 0° C. under nitrogen. After a further thirty minutes the solution was cooled to -20° C. and a solution of allyl bromide (92.9 ml, 1 mol equivalent) in tetrahydrofuran (200 ml) was added, the mixture allowed to warm to room temperature and stirred for fourteen hours. S... Reactants: C=CCc1cc(C(=O)c2ccnn2C)c(Cl)c(Cl)c1OCC(=O)OCC, CCCCCC. The product is C=CCc1cc(C(=O)c2ccnn2C)c(Cl)c(Cl)c1OCC(=O)O. Reaction SMILES: [CH2:1]([CH:2]=[CH2:3])[c:4]1[cH:5][c:6]([C:19](=[O:20])[c:21]2[cH:22][cH:23][n:24][n:25]2[CH3:26])[c:7]([Cl:18])[c:8]([Cl:17])[c:9]1[O:10][CH2:11][C:12](=[O:13])[O:14][CH2:15][CH3:16].[CH3:27][CH2:28][CH2:29][CH2:30][CH2:31][CH3:32]>>[CH2:1]([CH:2]=[CH2:3])[c:4]1[cH:5][c:6]([C:19](=[O:20])[c:21]2[cH:22][cH:23][n:24][n:25]2[CH3:26])[c:7]([Cl:18])[c:8]([Cl:17])[c:9]1[O:10][CH2:11][C:12](=[O:13])[OH:14]. The reactants are C(C)(=O)OC1=C(C(=O)OC=2C(=C(C3=C(SC(O3)C3=C(C=CC=C3)OC(C)=O)C2C)C)C)C=CC=C1 (5-(o-acetoxybenzoyloxy)-2-(o-acetoxyphenyl)-4,6,7-trimethyl-1,3-benzoxathiole), [OH-].[Na+] (sodium hydroxide). Run in CO (methanol). Product: OC=1C(=C(C2=C(SC(O2)C2=C(C=CC=C2)O)C1C)C)C (5-Hydroxy-2-(o-hydroxyphenyl)-4,6,7-trimethyl-1,3-benzoxathiole). Yield: 63.4%. RXN SMILES: C(OC1C=CC=CC=1C([O:9][C:10]1[C:11]([CH3:31])=[C:12]([CH3:30])[C:13]2[O:17][CH:16]([C:18]3[CH:23]=[CH:22][CH:21]=[CH:20][C:19]=3[O:24]C(=O)C)[S:15][C:14]=2[C:28]=1[CH3:29])=O)(=O)C.[OH-].[Na+]>CO>[OH:9][C:10]1[C:11]([CH3:31])=[C:12]([CH3:30])[C:13]2[O:17][CH:16]([C:18]3[CH:23]=[CH:22][CH:21]=[CH:20][C:19]=3[OH:24])[S:15][C:14]=2[C:28]=1[CH3:29] |f:1.2|. Reported procedure: A mixture of 700 mg of 5-(o-acetoxybenzoyloxy)-2-(o-acetoxyphenyl)-4,6,7-trimethyl-1,3-benzoxathiole, 0.5 g of sodium hydroxide and 10 ml of methanol was heated under reflux for 1.5 hours. Subsequent treatment and purification of the reaction mixture were conducted in the same manner as in Example 52. From the fraction eluted with a 50:1 by volume mixture of benzene and ethyl acetate were obtained 260 mg of the title compound, melting at 175°-176° C. Starting materials: C1(CCCC1)C1=NC(=CC(=C1)C1=NC(=NO1)C1=CC(=C(C(=C1)C)O)CC)OC (4-[5-(2-cyclopentyl-6-methoxy-pyridin-4-yl)-[1,2,4]oxadiazol-3-yl]-2-ethyl-6-methyl-phenol), C(=O)([O-])[O-].[Cs+].[Cs+] (Cs2CO3), BrCCO (2-bromoethanol). Solvent: C(=O)(O)[O-].[Na+] (NaHCO3), CN(C)C=O (DMF). Conditions: temperature 60 celsius, time 5 day. The product is C1(CCCC1)C1=NC(=CC(=C1)C1=NC(=NO1)C1=CC(=C(OCCO)C(=C1)C)CC)OC (2-(4-(5-(2-cyclopentyl-6-methoxypyridin-4-yl)-1,2,4-oxadiazol-3-yl)-2-ethyl-6-methylphenoxy)ethanol). Isolated yield 45.4%. Reaction SMILES: [CH:1]1([C:6]2[CH:11]=[C:10]([C:12]3[O:16][N:15]=[C:14]([C:17]4[CH:22]=[C:21]([CH3:23])[C:20]([OH:24])=[C:19]([CH2:25][CH3:26])[CH:18]=4)[N:13]=3)[CH:9]=[C:8]([O:27][CH3:28])[N:7]=2)[CH2:5][CH2:4][CH2:3][CH2:2]1.C([O-])([O-])=O.[Cs+].[Cs+].Br[CH2:36][CH2:37][OH:38]>CN(C=O)C.C([O-])(O)=O.[Na+]>[CH:1]1([C:6]2[CH:11]=[C:10]([C:12]3[O:16][N:15]=[C:14]([C:17]4[CH:22]=[C:21]([CH3:23])[C:20]([O:24][CH2:36][CH2:37][OH:38])=[C:19]([CH2:25][CH3:26])[CH:18]=4)[N:13]=3)[CH:9]=[C:8]([O:27][CH3:28])[N:7]=2)[CH2:2][CH2:3][CH2:4][CH2:5]1 |f:1.2.3,6.7|. Procedure: To a solution of 4-[5-(2-cyclopentyl-6-methoxy-pyridin-4-yl)-[1,2,4]oxadiazol-3-yl]-2-ethyl-6-methyl-phenol (1.26 g, 3.32 mmol) in DMF (20 mL), Cs2CO3 (6.49 g, 19.9 mmol) is added. The mixture is stirred at rt for 10 min before 2-bromoethanol (2.07 g, 16.6 mmol) is added. The mixture is stirred at 60° C. for 5 days. The mixture is cooled to rt, diluted with sat. aq. NaHCO3 solution (50 mL) and extracted twice with EA (2×200 mL). The org. extracts are combined and concentrated. The crude product ... The reactants are C(=O)([O-])[O-].[Cs+].[Cs+] (Cs2CO3), ClCC1CN(C=2C=C(C3=C(C12)C=CC(=C3)NC(=O)OC(C)(C)C)[N+](=O)[O-])C(C(F)(F)F)=O (tert-butyl 1-(chloromethyl)-5-nitro-3-(trifluoroacetyl)-1,2-dihydro-3H-benzo[e]indole-7-carbamate), CC(=O)O (AcOH). Solvent: O (water), CO (MeOH), O (water), O1CCOCC1 (dioxane). Conditions: time 5 minute. Yields the product ClCC1CNC=2C=C(C3=C(C12)C=CC(=C3)NC(=O)OC(C)(C)C)[N+](=O)[O-] (tert-butyl 1-(chloromethyl)-5-nitro-1,2-dihydro-3H-benzo[e]indole-7-carbamate). Isolated yield 94.4%. RXN SMILES: [Cl:1][CH2:2][CH:3]1[C:11]2[C:10]3[CH:12]=[CH:13][C:14]([NH:16][C:17]([O:19][C:20]([CH3:23])([CH3:22])[CH3:21])=[O:18])=[CH:15][C:9]=3[C:8]([N+:24]([O-:26])=[O:25])=[CH:7][C:6]=2[N:5](C(=O)C(F)(F)F)[CH2:4]1.C([O-])([O-])=O.[Cs+].[Cs+].CC(O)=O>O1CCOCC1.O.CO>[Cl:1][CH2:2][CH:3]1[C:11]2[C:10]3[CH:12]=[CH:13][C:14]([NH:16][C:17]([O:19][C:20]([CH3:23])([CH3:21])[CH3:22])=[O:18])=[CH:15][C:9]=3[C:8]([N+:24]([O-:26])=[O:25])=[CH:7][C:6]=2[NH:5][CH2:4]1 |f:1.2.3|. Procedure details: A suspension of 221(218 mg, 0.46 mmol) in dioxane (5 mL) was treated at room temperature with a solution of Cs2CO3 (0.33 g, 1.0 mmol) in water (1 mL) and MeOH (9 mL). The mixture was stirred at room temperature for 5 min and then treated with AcOH (0.15 mL) and diluted with water. The precipitate was collected and crystallised from CH2Cl2/hexane to give tert-butyl 1-(chloromethyl)-5-nitro-1,2-dihydro-3H-benzo[e]indole-7-carbamate (222) (164 mg, 94%) as a red solid: mp 162-163° C. (dec.); 1H NMR ...